The task is: describe an organic reaction: reactants, conditions, products, and yield. This data is from the Open Reaction Database (ORD), a public repository of structured organic reaction records. Reactants: [N+](=O)([O-])C=1C(=NC=CC1)OC=1C=C(C#N)C=CC1 (3-(3-Nitropyridin-2-yloxy)benzonitrile), [Cl-].[NH4+] (ammonium chloride). The reagents and catalysts are [Zn] (Zinc). Run in C(C)(=O)OCC (ethyl acetate), C(C)O (ethanol). Run at time 18 hour. Product: NC=1C(=NC=CC1)OC=1C=C(C#N)C=CC1 (3-(3-Aminopyridin-2-yloxy)benzonitrile). As a reaction SMILES: [N+:1]([C:4]1[C:5]([O:10][C:11]2[CH:12]=[C:13]([CH:16]=[CH:17][CH:18]=2)[C:14]#[N:15])=[N:6][CH:7]=[CH:8][CH:9]=1)([O-])=O.[Cl-].[NH4+]>C(O)C.C(OCC)(=O)C.[Zn]>[NH2:1][C:4]1[C:5]([O:10][C:11]2[CH:12]=[C:13]([CH:16]=[CH:17][CH:18]=2)[C:14]#[N:15])=[N:6][CH:7]=[CH:8][CH:9]=1 |f:1.2|. Procedure details: The crude reaction mixture from 106a was dissolved in ethanol (4 mL) and ethyl acetate (1 mL). Zinc dust (1.3 g, 20 mmol) was added to the mixture along with ammonium chloride (300 mg, 5.7 mmol). The mixture was shaken at rt for 18 h. The reaction mixture was filtered over Celite®, and concentrated to afford mainly 106b which was used in the next step without further purification. [M+H]+=212.32. Starting materials: C/C(=C/C(=O)O[C@H]1C[C@@](O[C@@H](C1)CCC1=CC=CC=C1)([C@H]1N(C(SC1)=O)CC1=CC=C(C=C1)OC)OC)/CCC=C ((Z)-((2R,4R,6R)-2-methoxy-2-((R)-3-(4-methoxybenzyl)-2-oxothiazolidin-4-yl)-6-phenethyl-tetrahydro-2H-pyran-4-yl) 3-methylhepta-2,6-dienoate), CO[C@]1(O[C@@H]2CCC\C=C/CC\C(=C/C(O[C@@H](C1)C2)=O)\C)[C@H]2N(C(SC2)=O)CC2=CC=C(C=C2)OC ((R)-4-((1R,4Z,8Z,13R,15R)-15-methoxy-5-methyl-3-oxo-2,14-dioxa-bicyclo[11.3.1]heptadeca-4,8-dien-15-yl)-3-(4-methoxybenzyl)thiazolidin-2-one). Yields the product C/C(=C/C(=O)O[C@H]1C[C@@](O[C@@H](C1)CCC1=CC=CC=C1)([C@H]1NC(SC1)=O)O)/CCC=C ((Z)-((2R,4R,6R)-2-Hydroxy-2-((R)-2-oxothiazolidin-4-yl)-6-phenethyl-tetrahydro-2H-pyran-4-yl) 3-Methylhepta-2,6-dienoate). RXN SMILES: [CH3:1]/[C:2](/[CH2:38][CH2:39][CH:40]=[CH2:41])=[CH:3]/[C:4]([O:6][C@@H:7]1[CH2:12][C@@H:11]([CH2:13][CH2:14][C:15]2[CH:20]=[CH:19][CH:18]=[CH:17][CH:16]=2)[O:10][C@@:9]([O:36]C)([C@@H:21]2[CH2:25][S:24][C:23](=[O:26])[N:22]2CC2C=CC(OC)=CC=2)[CH2:8]1)=[O:5].CO[C@]1([C@@H]2CSC(=O)N2CC2C=CC(OC)=CC=2)C[C@H]2C[C@@H](CCCC=CCCC(C)=CC(=O)O2)O1>>[CH3:1]/[C:2](/[CH2:38][CH2:39][CH:40]=[CH2:41])=[CH:3]/[C:4]([O:6][C@@H:7]1[CH2:12][C@@H:11]([CH2:13][CH2:14][C:15]2[CH:16]=[CH:17][CH:18]=[CH:19][CH:20]=2)[O:10][C@@:9]([OH:36])([C@@H:21]2[CH2:25][S:24][C:23](=[O:26])[NH:22]2)[CH2:8]1)=[O:5]. Procedure: Application of the method shown in Example 46, with the modification that (Z)-((2R,4R,6R)-2-methoxy-2-((R)-3-(4-methoxybenzyl)-2-oxothiazolidin-4-yl)-6-phenethyl-tetrahydro-2H-pyran-4-yl) 3-methylhepta-2,6-dienoate is substituted for (R)-4-((1R,4Z,8Z,13R,15R)-15-methoxy-5-methyl-3-oxo-2,14-dioxa-bicyclo[11.3.1]heptadeca-4,8-dien-15-yl)-3-(4-methoxybenzyl)thiazolidin-2-one, affords the title compound. The reactants are Clc1ccn2c(Br)cnc2c1, O=C([O-])[O-], COCCOC, CC1(C)OB(c2cc(Cl)nc(Cl)c2)OC1(C)C, [Na+], [Na+], O, Cl[Pd]Cl, c1ccc(P(c2ccccc2)c2ccccc2)cc1, c1ccc(P(c2ccccc2)c2ccccc2)cc1. Product: Clc1ccn2c(-c3cc(Cl)nc(Cl)c3)cnc2c1. Reaction SMILES: [Br:1][c:2]1[cH:3][n:4][c:5]2[n:6]1[cH:7][cH:8][c:9]([Cl:11])[cH:10]2.[C:30](=[O:31])([O-:32])[O-:33].[CH3:36][O:37][CH2:38][CH2:39][O:40][CH3:41].[Cl:12][c:13]1[n:14][c:15]([Cl:28])[cH:16][c:17]([B:19]2[O:20][C:21]([CH3:22])([CH3:23])[C:24]([CH3:25])([CH3:26])[O:27]2)[cH:18]1.[Na+:34].[Na+:35].[OH2:29].[Pd:42]([Cl:43])[Cl:44].[c:45]1([P:46]([c:47]2[cH:48][cH:49][cH:50][cH:51][cH:52]2)[c:53]2[cH:54][cH:55][cH:56][cH:57][cH:58]2)[cH:59][cH:60][cH:61][cH:62][cH:63]1.[c:64]1([P:65]([c:66]2[cH:67][cH:68][cH:69][cH:70][cH:71]2)[c:72]2[cH:73][cH:74][cH:75][cH:76][cH:77]2)[cH:78][cH:79][cH:80][cH:81][cH:82]1>>[c:2]1(-[c:17]2[cH:16][c:15]([Cl:28])[n:14][c:13]([Cl:12])[cH:18]2)[cH:3][n:4][c:5]2[n:6]1[cH:7][cH:8][c:9]([Cl:11])[cH:10]2. Starting materials: ClC1=CC2=C(SC=C2CN2C(N(CC2)C=2SC(=C(N2)C)C(=O)O)=O)C=C1 (2-(3-((5-chlorobenzo[b]thiophen-3-yl)methyl)-2-oxoimidazolidin-1-yl)-4-methylthiazole-5-carboxylic acid), CC=1N=C(SC1C(=O)O)N1C(N(CC1)CC1=NOC(=C1)C)=O (4-methyl-2-(3-((5-methylisoxazol-3-yl)methyl)-2-oxoimidazolidin-1-yl)thiazole-5-carboxylic acid), NCC=1C=NC=CC1 (3-(aminomethyl)pyridine). Product: CC=1N=C(SC1C(=O)NCC=1C=NC=CC1)N1C(N(CC1)CC1=NOC(=C1)C)=O (4-methyl-2-(3-((5-methylisoxazol-3-yl)methyl)-2-oxoimidazolidin-1-yl)-N-(pyridin-3-ylmethyl)thiazole-5-carboxamide). Yield: 57.0%. Reaction SMILES: ClC1C=CC2SC=C(CN3CCN(C4SC(C(O)=O)=C(C)N=4)C3=O)C=2C=1.[CH3:27][C:28]1[N:29]=[C:30]([N:36]2[CH2:40][CH2:39][N:38]([CH2:41][C:42]3[CH:46]=[C:45]([CH3:47])[O:44][N:43]=3)[C:37]2=[O:48])[S:31][C:32]=1[C:33]([OH:35])=O.[NH2:49][CH2:50][C:51]1[CH:52]=[N:53][CH:54]=[CH:55][CH:56]=1>>[CH3:27][C:28]1[N:29]=[C:30]([N:36]2[CH2:40][CH2:39][N:38]([CH2:41][C:42]3[CH:46]=[C:45]([CH3:47])[O:44][N:43]=3)[C:37]2=[O:48])[S:31][C:32]=1[C:33]([NH:49][CH2:50][C:51]1[CH:52]=[N:53][CH:54]=[CH:55][CH:56]=1)=[O:35]. Reported procedure: Following the procedure as described in Example 32, making variations as required to replace 2-(3-((5-chlorobenzo[b]thiophen-3-yl)methyl)-2-oxoimidazolidin-1-yl)-4-methylthiazole-5-carboxylic acid with 4-methyl-2-(3-((5-methylisoxazol-3-yl)methyl)-2-oxoimidazolidin-1-yl)thiazole-5-carboxylic acid to react with 3-(aminomethyl)pyridine, the title compound was obtained as a colorless solid in 57% yield: mp 185-188° C. (dichloromethane/hexanes); 1H NMR (300 MHz, CDCl3) δ 8.59-8.58 (m, 1H), 8.51 (d, ... Reactants: BrC(Br)Br, ClCCl, CC(C)(C)ON=O, CC(C)c1ccc(Cl)c(-c2ccc(N)cc2CN2C(=O)OC(c3cc(C(F)(F)F)cc(C(F)(F)F)c3)C2C)c1. The product is CC(C)c1ccc(Cl)c(-c2ccc(Br)cc2CN2C(=O)OC(c3cc(C(F)(F)F)cc(C(F)(F)F)c3)C2C)c1. As a reaction SMILES: [CH:47]([Br:48])([Br:49])[Br:50].[Cl:51][CH2:52][Cl:53].[N:40]([O:41][C:42]([CH3:43])([CH3:44])[CH3:45])=[O:46].[NH2:1][c:2]1[cH:3][c:4]([CH2:18][N:19]2[C:20](=[O:39])[O:21][CH:22]([c:25]3[cH:26][c:27]([C:35]([F:36])([F:37])[F:38])[cH:28][c:29]([C:31]([F:32])([F:33])[F:34])[cH:30]3)[CH:23]2[CH3:24])[c:5](-[c:8]2[c:9]([Cl:17])[cH:10][cH:11][c:12]([CH:14]([CH3:15])[CH3:16])[cH:13]2)[cH:6][cH:7]1>>[c:2]1([Br:48])[cH:3][c:4]([CH2:18][N:19]2[C:20](=[O:39])[O:21][CH:22]([c:25]3[cH:26][c:27]([C:35]([F:36])([F:37])[F:38])[cH:28][c:29]([C:31]([F:32])([F:33])[F:34])[cH:30]3)[CH:23]2[CH3:24])[c:5](-[c:8]2[c:9]([Cl:17])[cH:10][cH:11][c:12]([CH:14]([CH3:15])[CH3:16])[cH:13]2)[cH:6][cH:7]1. Starting materials: FC=1C=C(C=CC1)C(=[N+]=[N-])C1=CC(=CC=C1)F (bis(3-fluorophenyl)diazomethane), O=CC(C)=C (methacrolein). Reagents/catalysts: [O-2].[O-2].[Mn+4] (manganese dioxide). Solvent: ClCCl (dichloro-methane), CCCCCC (hexane). Run at temperature 43 celsius. The product is FC=1C=C(C=CC1)C1(C(C1)(C=O)C)C1=CC(=CC=C1)F (2,2-bis(3-fluorophenyl)-1-methylcyclopropanecarboxaldehyde). As a reaction SMILES: [F:1][C:2]1[CH:3]=[C:4]([C:8]([C:11]2[CH:16]=[CH:15][CH:14]=[C:13]([F:17])[CH:12]=2)=[N+]=[N-])[CH:5]=[CH:6][CH:7]=1.[O:18]=[CH:19][C:20](=[CH2:22])[CH3:21]>ClCCl.CCCCCC.[O-2].[O-2].[Mn+4]>[F:1][C:2]1[CH:3]=[C:4]([C:8]2([C:11]3[CH:16]=[CH:15][CH:14]=[C:13]([F:17])[CH:12]=3)[CH2:21][C:20]2([CH3:22])[CH:19]=[O:18])[CH:5]=[CH:6][CH:7]=1 |f:4.5.6|. Procedure: A solution of bis(3-fluorophenyl)diazomethane, prepared as in Example 84 by the action of activated manganese dioxide (33 g) on 3,3'-difluorobenzophenone hydrazone (21.76 g) in dichloro-methane (105 mL), was added to a solution of methacrolein (15 mL) in hexane (100 mL). The mixture was heated at 43° C. for 20 hours then the amber solution was evaporated in vacuo. The crude solid was triturated with hexane to yield 23.1 g of 2,2-bis(3-fluorophenyl)-1-methylcyclopropanecarboxaldehyde, mp 92°-93° ...